This data is from the Open Reaction Database (ORD), a public repository of structured organic reaction records. The task is: describe an organic reaction: reactants, conditions, products, and yield Reactants: CC(C)(C)OC(=O)N1CCC(=CCO)CC1, CCCCCC. Reaction SMILES: [C:1]([CH3:2])([CH3:3])([CH3:4])[O:5][C:6](=[O:7])[N:8]1[CH2:9][CH2:10][C:11](=[CH:14][CH2:15][OH:16])[CH2:12][CH2:13]1.[CH3:17][CH2:18][CH2:19][CH2:20][CH2:21][CH3:22]>>[C:1]([CH3:2])([CH3:3])([CH3:4])[O:5][C:6](=[O:7])[N:8]1[CH2:9][CH2:10][C:11](=[CH:14][CH:15]=[O:16])[CH2:12][CH2:13]1. Product: CC(C)(C)OC(=O)N1CCC(=CC=O)CC1. Solvent: CN(C=O)C (N,N-dimethylformamide). RXN SMILES: Br[C:2]1[CH:3]=[CH:4][C:5]([NH:8][C:9]([C:11]2([C:14]3[CH:22]=[CH:21][C:17]4[O:18][CH2:19][O:20][C:16]=4[CH:15]=3)[CH2:13][CH2:12]2)=[O:10])=[N:6][CH:7]=1.[CH3:23][O:24][C:25]1[CH:30]=[C:29]([O:31][CH3:32])[CH:28]=[CH:27][C:26]=1B(O)O.C(=O)([O-])[O-].[K+].[K+]>CN(C)C=O.C1C=CC(P(C2C=CC=CC=2)[C-]2C=CC=C2)=CC=1.C1C=CC(P(C2C=CC=CC=2)[C-]2C=CC=C2)=CC=1.Cl[Pd]Cl.[Fe+2]>[CH3:23][O:24][C:25]1[CH:30]=[C:29]([O:31][CH3:32])[CH:28]=[CH:27][C:26]=1[C:2]1[CH:3]=[CH:4][C:5]([NH:8][C:9]([C:11]2([C:14]3[CH:22]=[CH:21][C:17]4[O:18][CH2:19][O:20][C:16]=4[CH:15]=3)[CH2:13][CH2:12]2)=[O:10])=[N:6][CH:7]=1 |f:2.3.4,6.7.8.9|. Conditions: temperature 80 celsius. The product is COC1=C(C=CC(=C1)OC)C=1C=CC(=NC1)NC(=O)C1(CC1)C1=CC2=C(OCO2)C=C1 (1-Benzo[1,3]dioxol-5-yl-cyclopropanecarboxylic acid [5-(2,4-dimethoxy-phenyl)-pyridin-2-yl]-amide). Procedure details: 1-Benzo[1,3]dioxol-5-yl-cyclopropanecarboxylic acid (5-bromo-pyridin-2-yl)-amide (36.1 mg, 0.10 mmol) was dissolved in 1 mL of N,N-dimethylformamide in a reaction tube. 2,4-Dimethoxybenzeneboronic acid (24 mg, 0.13 mmol), 0.1 mL of an aqueous 2 M potassium carbonate solution, and a catalytic amount of Pd(dppf)Cl2 (6.6 mg, 0.0090 mmol) were added and the reaction mixture was heated at 80° C. for three hours. The resulting material was cooled to room temperature, filtered, and purified by reverse-... The reagents and catalysts are C1=CC=C(C=C1)P([C-]2C=CC=C2)C3=CC=CC=C3.C1=CC=C(C=C1)P([C-]2C=CC=C2)C3=CC=CC=C3.Cl[Pd]Cl.[Fe+2] (Pd(dppf)Cl2). Reactants: COC1=C(C=CC(=C1)OC)B(O)O (2,4-Dimethoxybenzeneboronic acid), C([O-])([O-])=O.[K+].[K+] (potassium carbonate), BrC=1C=CC(=NC1)NC(=O)C1(CC1)C1=CC2=C(OCO2)C=C1 (1-Benzo[1,3]dioxol-5-yl-cyclopropanecarboxylic acid (5-bromo-pyridin-2-yl)-amide). Reactants: [N+](=O)([O-])C=1N=CNC1 (4-nitro-1H-imidazole), BrCCO (2-bromoethanol). As a reaction SMILES: [N+:1]([C:4]1[N:5]=[CH:6][NH:7][CH:8]=1)([O-])=O.Br[CH2:10][CH2:11][OH:12]>CN(C=O)C>[NH2:1][C:4]1[N:5]=[CH:6][N:7]([CH2:10][CH2:11][OH:12])[CH:8]=1. The solvent is CN(C)C=O (DMF). Product: NC=1N=CN(C1)CCO (2-(4-amino-1H-imidazol-1-yl)ethanol). Procedure details: 2-(4-amino-1H-imidazol-1-yl)ethanol was prepared by Procedure A using 4-nitro-1H-imidazole and 2-bromoethanol in DMF instead of ACN. Starting materials: OCC1=NC=CC=C1 (2-(hydroxymethyl)pyridine), FC=1C=C(C=CC1F)[N+](=O)[O-] (3,4-difluoronitrobenzene). Yields the product N1=C(C=CC=C1)COC1=C(C=C(C=C1)[N+](=O)[O-])F (2-((2-pyridyl)methoxy)-5-nitrofluorobenzene). The yield is 57.7%. Reaction SMILES: [OH:1][CH2:2][C:3]1[CH:8]=[CH:7][CH:6]=[CH:5][N:4]=1.[F:9][C:10]1[CH:11]=[C:12]([N+:17]([O-:19])=[O:18])[CH:13]=[CH:14][C:15]=1F>>[N:4]1[CH:5]=[CH:6][CH:7]=[CH:8][C:3]=1[CH2:2][O:1][C:15]1[CH:14]=[CH:13][C:12]([N+:17]([O-:19])=[O:18])=[CH:11][C:10]=1[F:9]. Reported procedure: An analogous reaction to that described in example 42b, but starting with 2-(hydroxymethyl)pyridine (3.50 g, 36 mmol) and 3,4-difluoronitrobenzene (5.00 g, 31.4 mmol), yielded 2-((2-pyridyl)methoxy)-5-nitrofluorobenzene (4.50 g, 58% yield) as a yellow solid. d) An analogous reaction to that described in example 42c, but starting with 2-((2-pyridyl)methoxy)-5-nitrofluorobenzene (4.5 g, 18.1 mmol), yielded 3-fluoro-4-((2-pyridyl)methoxy)aniline (1.86 g, 47% yield) as a yellow solid. The reactants are C[Si](C)(C)Cl, Cc1ccc(S(=O)(=O)n2ccc3c(NC(C)CO)nc(Cl)nc32)cc1, CC(=O)N1CCN(c2ccc(N)cc2)CC1. RXN SMILES: [CH3:42][Si:43]([Cl:44])([CH3:45])[CH3:46].[Cl:1][c:2]1[n:3][c:4]([NH:21][CH:22]([CH2:23][OH:24])[CH3:25])[c:5]2[c:6]([n:7]1)[n:8]([S:11](=[O:12])(=[O:13])[c:14]1[cH:15][cH:16][c:17]([CH3:18])[cH:19][cH:20]1)[cH:9][cH:10]2.[NH2:26][c:27]1[cH:28][cH:29][c:30]([N:33]2[CH2:34][CH2:35][N:36]([C:39]([CH3:40])=[O:41])[CH2:37][CH2:38]2)[cH:31][cH:32]1>>[c:2]1([NH:26][c:27]2[cH:28][cH:29][c:30]([N:33]3[CH2:34][CH2:35][N:36]([C:39]([CH3:40])=[O:41])[CH2:37][CH2:38]3)[cH:31][cH:32]2)[n:3][c:4]([NH:21][CH:22]([CH2:23][OH:24])[CH3:25])[c:5]2[c:6]([n:7]1)[n:8]([S:11](=[O:12])(=[O:13])[c:14]1[cH:15][cH:16][c:17]([CH3:18])[cH:19][cH:20]1)[cH:9][cH:10]2. Product: CC(=O)N1CCN(c2ccc(Nc3nc(NC(C)CO)c4ccn(S(=O)(=O)c5ccc(C)cc5)c4n3)cc2)CC1. Reactants: CCC(O)c1cncn1C1CCCc2ccccc21, ClCCl, O=[Cr](=O)=O, O, c1ccncc1. The product is CCC(=O)c1cncn1C1CCCc2ccccc21. As a reaction SMILES: [CH2:14]([CH3:15])[CH:16]([OH:17])[c:18]1[cH:19][n:20][cH:21][n:22]1[CH:23]1[CH2:24][CH2:25][CH2:26][c:27]2[cH:28][cH:29][cH:30][cH:31][c:32]21.[Cl:11][CH2:12][Cl:13].[O:1]=[Cr:2](=[O:3])=[O:4].[OH2:33].[cH:5]1[cH:6][cH:7][n:8][cH:9][cH:10]1>>[CH2:14]([CH3:15])[C:16](=[O:17])[c:18]1[cH:19][n:20][cH:21][n:22]1[CH:23]1[CH2:24][CH2:25][CH2:26][c:27]2[cH:28][cH:29][cH:30][cH:31][c:32]21. Starting materials: CN(C)C=O, Cc1nc(-c2ccc(Cl)cc2)ccc1CCl, [H-], [Na+], O, Oc1ccc(CCCCn2ccnn2)cc1. Yields the product Cc1nc(-c2ccc(Cl)cc2)ccc1COc1ccc(CCCCn2ccnn2)cc1. RXN SMILES: [CH3:36][N:37]([CH3:38])[CH:39]=[O:40].[Cl:19][CH2:20][c:21]1[c:22]([CH3:34])[n:23][c:24](-[c:27]2[cH:28][cH:29][c:30]([Cl:33])[cH:31][cH:32]2)[cH:25][cH:26]1.[H-:1].[Na+:2].[OH2:35].[n:3]1([CH2:8][CH2:9][CH2:10][CH2:11][c:12]2[cH:13][cH:14][c:15]([OH:18])[cH:16][cH:17]2)[n:4][n:5][cH:6][cH:7]1>>[n:3]1([CH2:8][CH2:9][CH2:10][CH2:11][c:12]2[cH:13][cH:14][c:15]([O:18][CH2:20][c:21]3[c:22]([CH3:34])[n:23][c:24](-[c:27]4[cH:28][cH:29][c:30]([Cl:33])[cH:31][cH:32]4)[cH:25][cH:26]3)[cH:16][cH:17]2)[n:4][n:5][cH:6][cH:7]1. Product: FC1=C(C(=CC=C1[N+](=O)[O-])F)CC(=O)N (2,6-difluoro-3-nitro-phenylacetamide). The reactants are FC1=C(C(=CC=C1)F)CC#N (2,6-difluorophenylacetonitrile), OS(=O)(=O)O (H2SO4), [N+](=O)(O)[O-] (nitric acid), S(O)(O)(=O)=O (sulfuric acid). Procedure details: To a stirred mixture 2,6-difluorophenylacetonitrile (3.06 g, 20.0 mmol) in 30 mL of H2SO4 at 0° C. was added 12 mL of a 1:1 mixture of nitric acid and sulfuric acid. The reaction mixture stirred for 5 h and poured onto crushed ice. The resulting solid was filtered and air dried to give 2,6-difluoro-3-nitro-phenylacetamide. Conditions: time 5 hour. Reaction SMILES: [F:1][C:2]1[CH:7]=[CH:6][CH:5]=[C:4]([F:8])[C:3]=1[CH2:9][C:10]#[N:11].[N+:12]([O-])([OH:14])=[O:13].[OH:16]S(O)(=O)=O>>[F:1][C:2]1[C:7]([N+:12]([O-:14])=[O:13])=[CH:6][CH:5]=[C:4]([F:8])[C:3]=1[CH2:9][C:10]([NH2:11])=[O:16]. As a reaction SMILES: O1[CH2:6][CH2:5][N:4]([CH2:7][CH2:8][CH2:9][CH2:10][C:11]2[CH:12]=[C:13]3[C:18](=[CH:19][CH:20]=2)[NH:17][C:16](=[O:21])[CH2:15][CH2:14]3)[CH2:3][CH2:2]1>NC1C=CC=CC=1>[C:18]1([N:17]2[CH2:6][CH2:5][N:4]([CH2:7][CH2:8][CH2:9][CH2:10][C:11]3[CH:12]=[C:13]4[C:18](=[CH:19][CH:20]=3)[NH:17][C:16](=[O:21])[CH2:15][CH2:14]4)[CH2:3][CH2:2]2)[CH:19]=[CH:20][CH:11]=[CH:12][CH:13]=1. Reactants: O1CCN(CC1)CCCCC=1C=C2CCC(NC2=CC1)=O (6-(4-morpholinobutyl)-3,4-dihydro-carbostyril). Reported procedure: 2.88 Grams of 6-(4-morpholinobutyl)-3,4-dihydro-carbostyril and 10 ml of aniline were enclosed in a sealed tube and heated at 170°-200° C. for 5 hours. The reaction mixture was concentrated under a reduced pressure by removing aniline and the residue thus obtained was separated and purified by a silica-gel chromatography. Recrystallized from iropropanoldiisopropyl ether to obtain 0.36 g of 6-[4-(4-phenyl-1-piperazinyl)butyl]-3,4-dihydrocarbostyril in colorless prism-like crystals having the melt... The solvent is NC1=CC=CC=C1 (aniline). Product: C1(=CC=CC=C1)N1CCN(CC1)CCCCC=1C=C2CCC(NC2=CC1)=O (6-[4-(4-phenyl-1-piperazinyl)butyl]-3,4-dihydrocarbostyril).